From a dataset of the Open Reaction Database (ORD), a public repository of structured organic reaction records. describe an organic reaction: reactants, conditions, products, and yield The reactants are C(C1=CC=CC=C1)(=O)N[C@@H]1[C@H]2OCC(=C(N2C1=O)C(=O)OC(C)(C)C)OC (tert.-butyl (6R, 7R)-7-benzoylamino-3-methoxy-8-oxo-5-oxa-1-azabicyclo[4.2.0]oct-2-ene-2-carboxylate), N1=CC=CC=C1 (pyridine), P(Cl)(Cl)(Cl)(Cl)Cl (phosphorus pentachloride), C(C)NCC (diethylamine), ice. Solvent: C(Cl)Cl (methylene chloride), CO (methanol). Conditions: temperature 0 celsius, time 1 hour. Product: N[C@@H]1[C@H]2OCC(=C(N2C1=O)C(=O)OC(C)(C)C)OC (tert.-Butyl (6R, 7R)-7-amino-3-methoxy-8-oxo-5-oxa-1-azabicyclo[4.2.0]oct-2-ene-2-carboxylate). The yield is 29.2%. Reaction SMILES: N1C=CC=CC=1.P(Cl)(Cl)(Cl)(Cl)Cl.C([NH:21][C@H:22]1[C:29](=[O:30])[N:28]2[C@@H:23]1[O:24][CH2:25][C:26]([O:38][CH3:39])=[C:27]2[C:31]([O:33][C:34]([CH3:37])([CH3:36])[CH3:35])=[O:32])(=O)C1C=CC=CC=1.C(NCC)C>C(Cl)Cl.CO>[NH2:21][C@H:22]1[C:29](=[O:30])[N:28]2[C@@H:23]1[O:24][CH2:25][C:26]([O:38][CH3:39])=[C:27]2[C:31]([O:33][C:34]([CH3:35])([CH3:36])[CH3:37])=[O:32]. Procedure: 0.4 ml (5 mmols--2.5 equivalents) of pyridine and then, all at once, 0.83 g (4 mmols--2 equivalents) of phosphorus pentachloride were added to a solution, cooled to -20° C., of 749 mg (2 mmols) of tert.-butyl (6R, 7R)-7-benzoylamino-3-methoxy-8-oxo-5-oxa-1-azabicyclo[4.2.0]oct-2-ene-2-carboxylate in 3.7 ml of anhydrous methylene chloride. The mixture was stirred at 0° C. for 10 minutes and at +15° C. for 1 hour and cooled to -60° C., 12.2 ml of precooled anhydrous methanol were added rapidly and... The reactants are CC(=O)C (acetone), C([O-])([O-])=O.[Na+].[Na+] (sodium carbonate), Cl.C[C@](N)(CS)C(=O)N (2-methylcysteinamide hydrochloride). The reagents and catalysts are [Cl-].[Mn+2].[Cl-] (manganese chloride). Run in O (water). Conditions: temperature 40 celsius, time 24 hour. Product: CC1(SCC(N1)(C(=O)O)C)C (2,2,4-trimethylthiazolidine-4-carboxylic acid). As a reaction SMILES: Cl.[CH3:2][C@@:3]([C:7](N)=[O:8])([CH2:5][SH:6])[NH2:4].[CH3:10][C:11]([CH3:13])=O.C(=O)([O-])[O-:15].[Na+].[Na+]>O.[Cl-].[Mn+2].[Cl-]>[CH3:10][C:11]1([CH3:13])[NH:4][C:3]([CH3:2])([C:7]([OH:8])=[O:15])[CH2:5][S:6]1 |f:0.1,3.4.5,7.8.9|. Procedure: 10.0 g (0.06 mol) of 2-methylcysteinamide hydrochloride as a racemic body was dissolved in 300 ml of water, and the obtained solution was then placed in a 500-ml flask. Thereafter, an aqueous manganese chloride solution was added thereto, such that the concentration of divalent Mn ions became 10 ppm. Thereafter, the intact cells corresponding to 1.0 g of dried cells were further added thereto. The mixture was stirred at 40° C. for 24 hours under nitrogen flow, so as to carry out hydrolysis. Afte...